Dataset: the Open Reaction Database (ORD), a public repository of structured organic reaction records. Task: describe an organic reaction: reactants, conditions, products, and yield Reactants: O=C(O)c1ccc(-c2ccc(OCc3ccccc3)cc2)cc1, CN(C)C=O, O=C(Cl)C(=O)Cl, ClCCl. Yields the product O=Cc1ccc(-c2ccc(OCc3ccccc3)cc2)cc1. As a reaction SMILES: [CH2:12]([c:13]1[cH:14][cH:15][cH:16][cH:17][cH:18]1)[O:19][c:20]1[cH:21][cH:22][c:23](-[c:26]2[cH:27][cH:28][c:29]([C:32](=[O:33])[OH:34])[cH:30][cH:31]2)[cH:24][cH:25]1.[CH3:7][N:8]([CH3:9])[CH:10]=[O:11].[Cl:1][C:2]([C:3]([Cl:4])=[O:5])=[O:6].[Cl:35][CH2:36][Cl:37]>>[CH2:12]([c:13]1[cH:14][cH:15][cH:16][cH:17][cH:18]1)[O:19][c:20]1[cH:21][cH:22][c:23](-[c:26]2[cH:27][cH:28][c:29]([CH:32]=[O:33])[cH:30][cH:31]2)[cH:24][cH:25]1. Reactants: CC(=O)OC(C)=O, COc1ccc2[nH]c3c(c2c1)CCNC3C, CCOC(C)=O, [NH4+], [OH-]. Product: COc1ccc2[nH]c3c(c2c1)CCN(C(C)=O)C3C. As a reaction SMILES: [CH3:19][C:20](=[O:21])[O:22][C:23](=[O:24])[CH3:25].[CH3:1][CH:2]1[NH:3][CH2:4][CH2:5][c:6]2[c:7]3[cH:8][c:9]([O:15][CH3:16])[cH:10][cH:11][c:12]3[nH:13][c:14]21.[CH3:26][CH2:27][O:28][C:29](=[O:30])[CH3:31].[NH4+:18].[OH-:17]>>[CH3:1][CH:2]1[N:3]([C:20]([CH3:19])=[O:21])[CH2:4][CH2:5][c:6]2[c:7]3[cH:8][c:9]([O:15][CH3:16])[cH:10][cH:11][c:12]3[nH:13][c:14]21. Starting materials: CC1(C2CC(C(C1(O)C)C2)O)C (2,2,3-trimethylbicyclo[2.2.1]heptan-3,5-diol), S(=O)(Cl)Cl (thionyl chloride), O (water). Solvent: N1=CC=CC=C1 (pyridine). Run at time 2 hour. Yields the product CC1([C@H]2C[C@@H](C1=C)[C@@H](C2)O)C (nojigiku alcohol). Yield: 6.6%. RXN SMILES: [CH3:1][C:2]1([CH3:12])[C:7]([CH3:9])(O)[CH:6]2[CH2:10][CH:3]1[CH2:4][CH:5]2[OH:11].S(Cl)(Cl)=O.O>N1C=CC=CC=1>[CH3:1][C:2]1([CH3:12])[C:7](=[CH2:9])[C@H:6]2[C@H:5]([OH:11])[CH2:4][C@@H:3]1[CH2:10]2. Procedure details: In 5.0 ml of pyridine was dissolved 1.7 g of 2,2,3-trimethylbicyclo[2.2.1]heptan-3,5-diol and, then, 1.2 g of thionyl chloride was added dropwise to the solution at a temperature of -5° C. to 0° C. The mixture was stirred for 2 hours, after which it was poured into water and extracted with n-hexane. The extract was washed with dilute hydrochloric acid and an aqueous solution of sodium hydrogen carbonate in that order, dried over anhydrous magnesium sulfate, and distilled to remove the hexane. Th...